describe an organic reaction: reactants, conditions, products, and yield From a dataset of the Open Reaction Database (ORD), a public repository of structured organic reaction records. The reactants are N(=O)[O-].[Na+] (sodium nitrite), C1(=CC=CC=C1)NCC(=O)O (N-phenyl glycine). The solvent is O (water), O (water). The product is N(=O)N(CC(=O)O)C1=CC=CC=C1 (N-nitrosophenylglycine), powder. Reaction SMILES: [C:1]1([NH:7][CH2:8][C:9]([OH:11])=[O:10])[CH:6]=[CH:5][CH:4]=[CH:3][CH:2]=1.[N:12]([O-])=[O:13].[Na+]>O>[N:12]([N:7]([C:1]1[CH:6]=[CH:5][CH:4]=[CH:3][CH:2]=1)[CH2:8][C:9]([OH:11])=[O:10])=[O:13] |f:1.2|. Procedure: The precursor N-nitrosophenylglycine was prepared according to the method described in Organic Syntheses, Coll. Vol. 5, p. 962 (1973); Vol. 45, p. 96 (1965). N-phenyl glycine (50 g) was dissolved in water (600 ml) with stirring, and the solution was cooled to below 0° C. in a salt/ice bath mixture. To this was slowly added a cooled solution of sodium nitrite (25 g) in water (150 ml) so that the temperature of the mixture never rose above 0° C. After addition was complete, the mixture was stirred... Reactants: Cl.ClC=1C=C(C=CC1[C@H]1CNCCO1)NC(C1=CC(=NC(=C1)C)C#N)=O ((S)—N-(3-Chloro-4-(morpholin-2-yl)phenyl)-2-cyano-6-methylisonicotinamide hydrochloride), C(C)(C)(C)OC(=O)N1C[C@@H](OCC1)C1=CC(=C(C=C1)N)Cl ((−)-(S)-2-(4-Amino-3-chloro-phenyl)-morpholine-4-carboxylic acid tert-butyl ester). Yields the product Cl.ClC1=C(C=CC(=C1)[C@H]1CNCCO1)NC(C1=CC(=NC(=C1)C)C#N)=O ((S)—N-(2-Chloro-4-(morpholin-2-yl)phenyl)-2-cyano-6-methylisonicotinamide hydrochloride). Reaction SMILES: Cl.[Cl:2][C:3]1[CH:4]=[C:5]([NH:15][C:16](=[O:26])[C:17]2[CH:22]=[C:21]([CH3:23])[N:20]=[C:19]([C:24]#[N:25])[CH:18]=2)[CH:6]=[CH:7][C:8]=1[C@@H:9]1[O:14][CH2:13][CH2:12][NH:11][CH2:10]1.C(OC(N1CCO[C@@H](C2C=CC(N)=C([Cl:47])C=2)C1)=O)(C)(C)C>>[ClH:2].[Cl:47][C:6]1[CH:7]=[C:8]([C@@H:9]2[O:14][CH2:13][CH2:12][NH:11][CH2:10]2)[CH:3]=[CH:4][C:5]=1[NH:15][C:16](=[O:26])[C:17]1[CH:22]=[C:21]([CH3:23])[N:20]=[C:19]([C:24]#[N:25])[CH:18]=1 |f:0.1,3.4|. Procedure details: In analogy to example 83, step a) using 2-Cyano-6-methyl-isonicotinic acid (described in example 112) instead of 2-(trifluoromethyl)-4-pyridinecarboxylic acid (CAS 131747-41-6) and (−)-(S)-2-(4-Amino-3-chloro-phenyl)-morpholine-4-carboxylic acid tert-butyl ester (described in example 29a) instead of (+)-(R)-2-(4-Amino-2-fluoro-phenyl)-morpholine-4-carboxylic acid tert-butyl ester. Starting materials: anhydride, N1=C(C=CC=C1)CN (2-picolylamine), C[C@H]1C[C@H](C[C@@H]([C@H](/C(=C\C=C\C[C@H](OC(=O)C[C@@H]([C@H](C1)C)O)[C@@H]2CCC[C@H]2C(=O)O)/C#N)O)C)C (borrelidin), C[C@H]1C[C@H](C[C@@H]([C@H](/C(=C\C=C\C[C@H](OC(=O)C[C@@H]([C@H](C1)C)O)[C@@H]2CCC[C@H]2C(=O)O)/C#N)O)C)C (borrelidin), Example 3. Run in C(Cl)(Cl)Cl.CO (chloroform methanol). Run at time 3 hour. The product is C[C@H]1C[C@H](C[C@@H]([C@H](/C(=C\C=C\C[C@H](OC(=O)C[C@@H]([C@H](C1)C)O)[C@@H]2CCC[C@H]2C(=O)O)/C#N)O)C)C.N1=C(C=CC=C1)C[NH-] (Borrelidin 2-picolylamide). As a reaction SMILES: [CH3:1][C@@H:2]1[CH2:20][C@H:19]([CH3:21])[C@@H:18]([OH:22])[CH2:17][C:15](=[O:16])[O:14][C@H:13]([C@H:23]2[C@H:27]([C:28]([OH:30])=[O:29])[CH2:26][CH2:25][CH2:24]2)[CH2:12][CH:11]=[CH:10][CH:9]=[C:8]([C:31]#[N:32])[C@H:7]([OH:33])[C@@H:6]([CH3:34])[CH2:5][C@H:4]([CH3:35])[CH2:3]1.[N:36]1[CH:41]=[CH:40][CH:39]=[CH:38][C:37]=1[CH2:42][NH2:43]>C(Cl)(Cl)Cl.CO>[CH3:1][C@@H:2]1[CH2:20][C@H:19]([CH3:21])[C@@H:18]([OH:22])[CH2:17][C:15](=[O:16])[O:14][C@H:13]([C@H:23]2[C@H:27]([C:28]([OH:30])=[O:29])[CH2:26][CH2:25][CH2:24]2)[CH2:12][CH:11]=[CH:10][CH:9]=[C:8]([C:31]#[N:32])[C@H:7]([OH:33])[C@@H:6]([CH3:34])[CH2:5][C@H:4]([CH3:35])[CH2:3]1.[N:36]1[CH:41]=[CH:40][CH:39]=[CH:38][C:37]=1[CH2:42][NH-:43] |f:2.3,4.5|. Procedure details: To a mixed anhydride solution prepared from 200 mg (0.41 mmol) of borrelidin according to Example 3 206 μl (2 mmol, 216 mg) of 2-picolylamine were added. After stirring for 3 hours, the starting borrelidin (Rf=0.52) disappeared and the product (Rf=0.29) appeared, which was proved by thin-layer chromatography (silica gel plate, eluent system: chloroform/methanol 3:7). The reaction mixture was evaporated to dryness. The dry residue was dissolved in 100 ml of chloroform, washed with 3×30 ml of wate... The reactants are CCO, CC(C)S(=O)(=O)c1ccc(Cl)c([N+](=O)[O-])c1, NCCN1CCCC1. Yields the product CC(C)S(=O)(=O)c1ccc(NCCN2CCCC2)c([N+](=O)[O-])c1. Reaction SMILES: [CH3:25][CH2:26][OH:27].[Cl:1][c:2]1[c:3]([N+:14](=[O:15])[O-:16])[cH:4][c:5]([S:8](=[O:9])(=[O:10])[CH:11]([CH3:12])[CH3:13])[cH:6][cH:7]1.[NH2:17][CH2:18][CH2:19][N:20]1[CH2:21][CH2:22][CH2:23][CH2:24]1>>[c:2]1([NH:17][CH2:18][CH2:19][N:20]2[CH2:21][CH2:22][CH2:23][CH2:24]2)[c:3]([N+:14](=[O:15])[O-:16])[cH:4][c:5]([S:8](=[O:9])(=[O:10])[CH:11]([CH3:12])[CH3:13])[cH:6][cH:7]1. Reactants: ClC(Cl)Cl, CCOC(=O)c1cn(CCO)c2cc(-n3cccc3)c(F)cc2c1=O. The product is CCOC(=O)c1cn(CCCl)c2cc(-n3cccc3)c(F)cc2c1=O. RXN SMILES: [CH:26]([Cl:27])([Cl:28])[Cl:29].[F:1][c:2]1[cH:3][c:4]2[c:5](=[O:25])[c:6]([C:20](=[O:21])[O:22][CH2:23][CH3:24])[cH:7][n:8]([CH2:17][CH2:18][OH:19])[c:9]2[cH:10][c:11]1-[n:12]1[cH:13][cH:14][cH:15][cH:16]1>>[F:1][c:2]1[cH:3][c:4]2[c:5](=[O:25])[c:6]([C:20](=[O:21])[O:22][CH2:23][CH3:24])[cH:7][n:8]([CH2:17][CH2:18][Cl:27])[c:9]2[cH:10][c:11]1-[n:12]1[cH:13][cH:14][cH:15][cH:16]1. Reactants: COCCOC=1C=CC2=C(N=C(S2)SC)C1 (5-(2-methoxyethoxy)-2-(methylthio)benzothiazole), C1(=CC=C(C=C1)S(=O)(=O)OC)C (methyl p-toluenesulfonate), C(C)NC1=C(C=C(C=C1)NC(COC)=O)N=C1SCC(N1CC=1OC=CC1)=O (N-[4-ethylamino-3-(3-furan-2-ylmethyl-4-oxothiazolidin-2-ylideneamino)phenyl]-2-methoxyacetamide). Yields the product C(C)NC1=C(C=C(C=C1)NC(COC)=O)N=C1SC(C(N1CC=1OC=CC1)=O)=C1SC2=C(N1C)C=C(C=C2)OCCOC (N-(4-ethylamino-3-{3-furan-2-ylmethyl-5-[5-(2-methoxyethoxy)-3-methyl-3H-benzothiazol-2-ylidene]-4-oxothiazolidin-2-ylideneamino}phenyl)-2-methoxyacetamide). RXN SMILES: [CH3:1][O:2][CH2:3][CH2:4][O:5][C:6]1[CH:7]=[CH:8][C:9]2[S:13][C:12](SC)=[N:11][C:10]=2[CH:16]=1.[C:17]1(C)C=CC(S(OC)(=O)=O)=CC=1.[CH2:29]([NH:31][C:32]1[CH:37]=[CH:36][C:35]([NH:38][C:39](=[O:43])[CH2:40][O:41][CH3:42])=[CH:34][C:33]=1[N:44]=[C:45]1[N:49]([CH2:50][C:51]2[O:52][CH:53]=[CH:54][CH:55]=2)[C:48](=[O:56])[CH2:47][S:46]1)[CH3:30]>>[CH2:29]([NH:31][C:32]1[CH:37]=[CH:36][C:35]([NH:38][C:39](=[O:43])[CH2:40][O:41][CH3:42])=[CH:34][C:33]=1[N:44]=[C:45]1[N:49]([CH2:50][C:51]2[O:52][CH:53]=[CH:54][CH:55]=2)[C:48](=[O:56])[C:47](=[C:12]2[N:11]([CH3:17])[C:10]3[CH:16]=[C:6]([O:5][CH2:4][CH2:3][O:2][CH3:1])[CH:7]=[CH:8][C:9]=3[S:13]2)[S:46]1)[CH3:30]. Procedure: In a manner similar to Example 156, 5-(2-methoxyethoxy)-2-(methylthio)benzothiazole was alkylated with methyl p-toluenesulfonate and then condensed with intermediate N-[4-ethylamino-3-(3-furan-2-ylmethyl-4-oxothiazolidin-2-ylideneamino)phenyl]-2-methoxyacetamide. 1H-NMR (CDCl3): δ 8.09 (1H, s), 7.28–7.38 (3H, m), 7.15 (1H, dd), 6.76 (1H, dd), 6.64 (1H, d), 6.44 (1H, d), 6.33 (1H, m), 5.16 (2H, s), 4.14 (2H, m), 4.01 (2H, s), 3.77 (2H, m), 3.72 (3H, s), 3.51 (3H, s), 3.44 (3H, s), 3.15 (2H, q), 1... Starting materials: C=1(C(O)=CC=CC1)OC (guaiacol), S(O)(O)(=O)=O (sulfuric acid), S(O)(O)(=O)=O (sulfuric acid), C=1(C(O)=CC=CC1)OC (guaiacol), C=1(C(O)=CC=CC1)OC (guaiacol), C=1(C(O)=CC=CC1)OC (guaiacol), S(O)(O)(=O)=O (sulfuric acid). Solvent: O (water), O (Water). Yields the product COC=1C=C(C=CC1O)S(=O)(=O)O (guaiacolsulfonic acid). Reaction SMILES: [C:1]1([O:8][CH3:9])[C:2](=[CH:4][CH:5]=[CH:6][CH:7]=1)[OH:3].[S:10](=O)(=[O:13])([OH:12])[OH:11]>O>[CH3:9][O:8][C:1]1[CH:7]=[C:6]([S:10]([OH:13])(=[O:12])=[O:11])[CH:5]=[CH:4][C:2]=1[OH:3]. Procedure details: A solution of guaiacolsulfonic acid in sulfuric acid was prepared. Water in the recirculating water bath was heated to 65 degrees Centigrade. The weight of available stock guaiacol, purified reagent, that contained 1.63 moles of guaiacol was calculated. The amount of available stock of sulfuric acid NF that contained 3.41 moles of sulfuric acid was calculated. A 1 liter Corning Pyrix bottle No. 1395 was placed on the Mettler PG-5002-S balance. A 600 mL beaker was filled with approximately 400 mL... The reactants are COC(=O)C=1C=CC(=CC1)O (methyl p-hydroxybenzoate), C(CCC)[Sn](CCCC)=O (dibutyltin oxide), C(C1=CC=CC=C1)O (benzyl alcohol), COC(=O)C=1C=CC(=CC1)O (methyl p-hydroxybenzoate). Product: OC1=CC=C(C(=O)OCC2=CC=CC=C2)C=C1 (benzyl p-hydroxybenzoate). The yield is 97.1%. Reaction SMILES: [CH3:1][O:2][C:3]([C:5]1[CH:6]=[CH:7][C:8]([OH:11])=[CH:9][CH:10]=1)=[O:4].C(O)[C:13]1[CH:18]=[CH:17][CH:16]=[CH:15][CH:14]=1.C([Sn](=O)CCCC)CCC>>[OH:11][C:8]1[CH:9]=[CH:10][C:5]([C:3]([O:2][CH2:1][C:13]2[CH:18]=[CH:17][CH:16]=[CH:15][CH:14]=2)=[O:4])=[CH:6][CH:7]=1. Procedure: 152.1 g (1 mole) of methyl p-hydroxybenzoate, 216.2 g (2 moles) of benzyl alcohol and 0.304 g (0.4% based on the weight of methyl p-hydroxybenzoate) of dibutyltin oxide were fed into a four-necked glass flask, and reacted at 200° C. for 6 hours with stirring. Methanol which distilled out during the reaction was recovered for re-use in methyl esterification. After the reaction, the excess of benzyl alcohol was recovered under reduced pressure to give 221.6 g (yield 97.1%) of crude benzyl p-hydrox... Starting materials: CC(C)(C)[Si](C)(C)Cl, O=C1CCCCCO1, O=C([O-])[O-], CO, CN(C)C=O, [K+], [K+], [Na+], [OH-], O, O, c1c[nH]cn1. Product: CC(C)(C)[Si](C)(C)OCCCCCC(=O)O. As a reaction SMILES: [C:11]([CH3:12])([CH3:13])([CH3:14])[Si:15]([Cl:16])([CH3:17])[CH3:18].[C:1]1(=[O:8])[CH2:2][CH2:3][CH2:4][CH2:5][CH2:6][O:7]1.[C:24]([O-:25])(=[O:26])[O-:27].[CH3:32][OH:33].[CH3:34][N:35]([CH3:36])[CH:37]=[O:38].[K+:28].[K+:29].[Na+:10].[OH-:9].[OH2:30].[OH2:31].[nH:19]1[cH:20][cH:21][n:22][cH:23]1>>[C:1]([CH2:2][CH2:3][CH2:4][CH2:5][CH2:6][O:25][Si:15]([C:11]([CH3:12])([CH3:13])[CH3:14])([CH3:17])[CH3:18])([OH:7])=[O:8]. Starting materials: CC(C)O, CN(C)C=O, O=C(c1ccncc1)c1ccc(Cl)c([N+](=O)[O-])c1. Product: Nc1ccc(C(=O)c2ccncc2)cc1[N+](=O)[O-]. As a reaction SMILES: [CH3:19][CH:20]([OH:21])[CH3:22].[CH3:23][N:24]([CH3:25])[CH:26]=[O:27].[N+:1](=[O:2])([O-:3])[c:4]1[cH:5][c:6]([C:7](=[O:8])[c:9]2[cH:10][cH:11][n:12][cH:13][cH:14]2)[cH:15][cH:16][c:17]1[Cl:18]>>[N+:1](=[O:2])([O-:3])[c:4]1[cH:5][c:6]([C:7](=[O:8])[c:9]2[cH:10][cH:11][n:12][cH:13][cH:14]2)[cH:15][cH:16][c:17]1[NH2:24].